This data is from the Open Reaction Database (ORD), a public repository of structured organic reaction records. The task is: describe an organic reaction: reactants, conditions, products, and yield Starting materials: BrC1=C(C=C(C=C1)OC)CC#N ((2-bromo-5-methoxy-phenyl)-acetonitrile), B(Br)(Br)Br (boron tribromide). Solvent: C(Cl)Cl (CH2Cl2). Run at temperature 0 celsius, time 15 minute. The product is BrC1=C(C=C(C=C1)O)CC#N ((2-Bromo-5-hydroxy-phenyl)-acetonitrile). Yield: 61.5%. RXN SMILES: [Br:1][C:2]1[CH:7]=[CH:6][C:5]([O:8]C)=[CH:4][C:3]=1[CH2:10][C:11]#[N:12].B(Br)(Br)Br>C(Cl)Cl>[Br:1][C:2]1[CH:7]=[CH:6][C:5]([OH:8])=[CH:4][C:3]=1[CH2:10][C:11]#[N:12]. Procedure details: To (2-bromo-5-methoxy-phenyl)-acetonitrile (2.6 g, 11.5 mmol) in CH2Cl2 (20 mL) at 0° C. under N2 was added boron tribromide (1M in CH2Cl2; 25.4 mL, 25.4 mmol). The mixture was stirred for 15 minutes at 0° C., and at mom temperature overnight. After a work-up with H2O and CH2Cl2, the crude material was purified by silica gel chromatography to give the desired product as a white solid (1.5 g). Starting materials: solid, COC1=CC=2N(C3=CC=CC=C13)C=C(N2)CO (5-methoxy-imidazo[1,2-a]quinoline-2-methanol). The reagents and catalysts are [O-2].[O-2].[Mn+4] (manganese dioxide). Run in C(Cl)(Cl)Cl (chloroform). Conditions: time 28 hour. The product is COC1=CC=2N(C3=CC=CC=C13)C=C(N2)C=O (5-methoxyimidazo[1,2-a]quinolin-2-carboxaldehyde). Isolated yield 75.3%. As a reaction SMILES: [CH3:1][O:2][C:3]1[C:12]2[C:7](=[CH:8][CH:9]=[CH:10][CH:11]=2)[N:6]2[CH:13]=[C:14]([CH2:16][OH:17])[N:15]=[C:5]2[CH:4]=1>C(Cl)(Cl)Cl.[O-2].[O-2].[Mn+4]>[CH3:1][O:2][C:3]1[C:12]2[C:7](=[CH:8][CH:9]=[CH:10][CH:11]=2)[N:6]2[CH:13]=[C:14]([CH:16]=[O:17])[N:15]=[C:5]2[CH:4]=1 |f:2.3.4|. Procedure: A solution of 14.6 g (64 mmol) of the product of Step A in 700 ml of chloroform was vigorously stirred while 60 g of activated manganese dioxide were added thereto and the mixture was then stirred at room temperature for 28 hours. The mixture was filtered and the filter was throughly washed with chloroform. The filtrate was evaporated to dryness under reduced pressure and the residue was crystallized from ethyl acetate to obtain 10.9 g (75% yield) of 5-methoxyimidazo[1,2-a]quinolin-2-carboxaldeh... Reactants: FC1=C(C=C2C(NC(=NC2=C1)N1N=CC(=C1)C(=O)OCC)=O)C1=C(C=CC=C1)C (ethyl 1-(7-fluoro-4-oxo-6-(o-tolyl)-3,4-dihydroquinazolin-2-yl)-1H-pyrazole-4-carboxylate), N1CCOCC1 (morpholine). Yields the product FC1=C(C=C2C(=NC(=NC2=C1)N1N=CC(=C1)C(=O)O)N1CCOCC1)C1=C(C=CC=C1)C (1-(7-Fluoro-4-morpholino-6-(o-tolyl)quinazolin-2-yl)-1H-pyrazole-4-carboxylic acid). Reaction SMILES: [F:1][C:2]1[CH:11]=[C:10]2[C:5]([C:6](=O)[NH:7][C:8]([N:12]3[CH:16]=[C:15]([C:17]([O:19]CC)=[O:18])[CH:14]=[N:13]3)=[N:9]2)=[CH:4][C:3]=1[C:23]1[CH:28]=[CH:27][CH:26]=[CH:25][C:24]=1[CH3:29].[NH:30]1[CH2:35][CH2:34][O:33][CH2:32][CH2:31]1>>[F:1][C:2]1[CH:11]=[C:10]2[C:5]([C:6]([N:30]3[CH2:35][CH2:34][O:33][CH2:32][CH2:31]3)=[N:7][C:8]([N:12]3[CH:16]=[C:15]([C:17]([OH:19])=[O:18])[CH:14]=[N:13]3)=[N:9]2)=[CH:4][C:3]=1[C:23]1[CH:28]=[CH:27][CH:26]=[CH:25][C:24]=1[CH3:29]. Procedure details: The above compound may be made analogous to Example 1 using ethyl 1-(7-fluoro-4-oxo-6-(o-tolyl)-3,4-dihydroquinazolin-2-yl)-1H-pyrazole-4-carboxylate in step D and morpholine in step E. MS (ESI): predicted mass calcd. for C23H20FN5O3, 433.2 The reactants are C(C1=CC=CC=C1)(C1=CC=CC=C1)NC1CC(N(CC1)CC1=C(C=C(C=C1)OC)OC)=O (racemic 4-(benzhydryl-amino)-1-(2,4-dimethoxy-benzyl)-piperidin-2-one), Cl (HCl). Reagents/catalysts: [Pd] (Pd on carbon). Solvent: C(C)O (ethanol). Reaction conditions: time 23 hour. Product: NC1CC(N(CC1)CC1=C(C=C(C=C1)OC)OC)=O (4-amino-1-(2,4-dimethoxy-benzyl)-piperidin-2-one). The yield is 74.2%. Reaction SMILES: C([NH:14][CH:15]1[CH2:20][CH2:19][N:18]([CH2:21][C:22]2[CH:27]=[CH:26][C:25]([O:28][CH3:29])=[CH:24][C:23]=2[O:30][CH3:31])[C:17](=[O:32])[CH2:16]1)(C1C=CC=CC=1)C1C=CC=CC=1.Cl>C(O)C.[Pd]>[NH2:14][CH:15]1[CH2:20][CH2:19][N:18]([CH2:21][C:22]2[CH:27]=[CH:26][C:25]([O:28][CH3:29])=[CH:24][C:23]=2[O:30][CH3:31])[C:17](=[O:32])[CH2:16]1. Reported procedure: A mixture of racemic 4-(benzhydryl-amino)-1-(2,4-dimethoxy-benzyl)-piperidin-2-one (3.30 g, 7.80 mmol), 10% Pd on carbon (410 mg, 0.39 mmol) and 2M aqueous HCl (4 mL, 8.15 mmol) in ethanol (150 mL) was stirred at ambient temperature under an atmosphere of hydrogen for 23 hours. The reaction mixture was filtered through Celite® which was washed with ethanol, and the filtrate concentrated under vacuum. The resulting residue was purified by column chromatography on silica gel (gradient: 2M NH3 in m...